This data is from the Open Reaction Database (ORD), a public repository of structured organic reaction records. The task is: describe an organic reaction: reactants, conditions, products, and yield Reactants: Brc1ccccn1, Cc1ccccc1, COc1cccc(OC)c1-c1ccccc1P(C1CCCCC1)C1CCCCC1, [K+], [K+], [K+], O=C(C=Cc1ccccc1)C=Cc1ccccc1, O=C(C=Cc1ccccc1)C=Cc1ccccc1, O=C(C=Cc1ccccc1)C=Cc1ccccc1, O, O=P([O-])([O-])[O-], [Pd], [Pd], Cc1ccccc1B(O)O. Product: Cc1ccccc1-c1ccccn1. RXN SMILES: [Br:1][c:2]1[cH:3][cH:4][cH:5][cH:6][n:7]1.[CH3:112][c:113]1[cH:114][cH:115][cH:116][cH:117][cH:118]1.[CH:18]1([P:19]([CH:20]2[CH2:21][CH2:22][CH2:23][CH2:24][CH2:25]2)[c:26]2[cH:27][cH:28][cH:29][cH:30][c:31]2-[c:32]2[c:33]([O:34][CH3:35])[cH:36][cH:37][cH:38][c:39]2[O:40][CH3:41])[CH2:42][CH2:43][CH2:44][CH2:45][CH2:46]1.[K+:52].[K+:53].[K+:54].[O:57]=[C:58]([CH:59]=[CH:60][c:61]1[cH:62][cH:63][cH:64][cH:65][cH:66]1)[CH:67]=[CH:68][c:69]1[cH:70][cH:71][cH:72][cH:73][cH:74]1.[O:75]=[C:76]([CH:77]=[CH:78][c:79]1[cH:80][cH:81][cH:82][cH:83][cH:84]1)[CH:85]=[CH:86][c:87]1[cH:88][cH:89][cH:90][cH:91][cH:92]1.[O:93]=[C:94]([CH:95]=[CH:96][c:97]1[cH:98][cH:99][cH:100][cH:101][cH:102]1)[CH:103]=[CH:104][c:105]1[cH:106][cH:107][cH:108][cH:109][cH:110]1.[OH2:111].[P:47]([O-:48])([O-:49])([O-:50])=[O:51].[Pd:55].[Pd:56].[c:8]1([CH3:17])[c:9]([B:14]([OH:15])[OH:16])[cH:10][cH:11][cH:12][cH:13]1>>[c:2]1(-[c:9]2[c:8]([CH3:17])[cH:13][cH:12][cH:11][cH:10]2)[cH:3][cH:4][cH:5][cH:6][n:7]1. Reactants: CC(=O)OC1C(C)OC(O)C(OC(C)=O)C1OC(C)=O, N#CC(Cl)(Cl)Cl, ClCCl, [H-], [Na+]. Yields the product CC(=O)OC1C(C)OC(OC(=N)C(Cl)(Cl)Cl)C(OC(C)=O)C1OC(C)=O. As a reaction SMILES: [C:3]([CH3:4])(=[O:5])[O:6][CH:7]1[CH:8]([OH:9])[O:10][CH:11]([CH3:22])[CH:12]([O:18][C:19]([CH3:20])=[O:21])[CH:13]1[O:14][C:15]([CH3:16])=[O:17].[Cl:23][C:24]([C:25]#[N:26])([Cl:27])[Cl:28].[Cl:29][CH2:30][Cl:31].[H-:1].[Na+:2]>>[C:3]([CH3:4])(=[O:5])[O:6][CH:7]1[CH:8]([O:9][C:25]([C:24]([Cl:23])([Cl:27])[Cl:28])=[NH:26])[O:10][CH:11]([CH3:22])[CH:12]([O:18][C:19]([CH3:20])=[O:21])[CH:13]1[O:14][C:15]([CH3:16])=[O:17]. Starting materials: C(C1=CC=CC=C1)[C@H]1N(CC[C@@H](C1)N(C(C(F)(F)F)=O)CCC1=CC=CC=C1)C(C1=CC(=CC(=C1)Cl)Cl)=O ((2R*,4S*)-2-benzyl-1-(3,5-dichlorobenzoyl)-N-(2-phenylethyl)-N-trifluoroacetyl-4-piperidinamine), [BH4-].[Na+] (sodium borohydride). The product is C(C1=CC=CC=C1)[C@H]1N(CC[C@@H](C1)NCCC1=CC=CC=C1)C(C1=CC(=CC(=C1)Cl)Cl)=O ((2R*,4S*)-2-benzyl-1-(3,5-dichlorobenzoyl)-N-(2-phenylethyl)-4-piperidinamine). Reaction SMILES: [CH2:1]([C@@H:8]1[CH2:13][C@@H:12]([N:14]([CH2:21][CH2:22][C:23]2[CH:28]=[CH:27][CH:26]=[CH:25][CH:24]=2)C(=O)C(F)(F)F)[CH2:11][CH2:10][N:9]1[C:29](=[O:38])[C:30]1[CH:35]=[C:34]([Cl:36])[CH:33]=[C:32]([Cl:37])[CH:31]=1)[C:2]1[CH:7]=[CH:6][CH:5]=[CH:4][CH:3]=1.[BH4-].[Na+]>>[CH2:1]([C@@H:8]1[CH2:13][C@@H:12]([NH:14][CH2:21][CH2:22][C:23]2[CH:28]=[CH:27][CH:26]=[CH:25][CH:24]=2)[CH2:11][CH2:10][N:9]1[C:29](=[O:38])[C:30]1[CH:31]=[C:32]([Cl:37])[CH:33]=[C:34]([Cl:36])[CH:35]=1)[C:2]1[CH:3]=[CH:4][CH:5]=[CH:6][CH:7]=1 |f:1.2|. Procedure details: 0.130 g (0.231 mmol) of (2R*,4S*)-2-benzyl-1-(3,5-dichlorobenzoyl)-N-(2-phenylethyl)-N-trifluoroacetyl-4-piperidinamine is reacted with 0.035 g (0.923 mmol) of sodium borohydride in analogy to Example 2. The title compound ##STR81## is obtained (0.101 g, 94%) as oil. TLC: methylene chloride/methanol/conc. ammonia (700:50:1) Rf =0.34, FD-MS: M+ =466, 468. Reactants: NC=1SC=C(N1)/C(/C(=O)N[C@H]1[C@@H]2N(C(=C(CS2)SCC2=NC=NC=C2)C(=O)OC(C2=CC=CC=C2)C2=CC=CC=C2)C1=O)=N/OC(C1=CC=CC=C1)(C1=CC=CC=C1)C1=CC=CC=C1 (diphenylmethyl 7β-[2-(2-aminothiazol-4-yl)-2-(Z)-(trityloxyimino)acetamido]-3-[(pyrimidin-4-yl)methylthio]-3-cephem-4-carboxylate), Cl (HCl), C(C)(=O)OCC (ethyl acetate), CC(=O)C (acetone). As a reaction SMILES: [NH2:1][C:2]1[S:3][CH:4]=[C:5](/[C:7](=[N:44]/[O:45]C(C2C=CC=CC=2)(C2C=CC=CC=2)C2C=CC=CC=2)/[C:8]([NH:10][C@@H:11]2[C:42](=[O:43])[N:13]3[C:14]([C:26]([O:28]C(C4C=CC=CC=4)C4C=CC=CC=4)=[O:27])=[C:15]([S:18][CH2:19][C:20]4[CH:25]=[CH:24][N:23]=[CH:22][N:21]=4)[CH2:16][S:17][C@H:12]23)=[O:9])[N:6]=1.Cl.C(OCC)(=O)C.CC(C)=O>C(O)=O>[NH2:1][C:2]1[S:3][CH:4]=[C:5](/[C:7](=[N:44]/[OH:45])/[C:8]([NH:10][C@@H:11]2[C:42](=[O:43])[N:13]3[C:14]([C:26]([OH:28])=[O:27])=[C:15]([S:18][CH2:19][C:20]4[CH:25]=[CH:24][N:23]=[CH:22][N:21]=4)[CH2:16][S:17][C@H:12]23)=[O:9])[N:6]=1. Reaction conditions: time 1 hour. The yield is 14.9%. Procedure: To a solution of diphenylmethyl 7β-[2-(2-aminothiazol-4-yl)-2-(Z)-(trityloxyimino)acetamido]-3-[(pyrimidin-4-yl)methylthio]-3-cephem-4-carboxylate (1.57 g, 1.74 m mol) in formic acid (6.28 ml) was added conc. HCl (0.435 ml, 5.22 m mol) at 5° C. The mixture was stirred at room temperature for 1 hour. The reaction mixture was poured into a mixture of ethyl acetate (43 ml) and acetone (22 ml). The precipitates were collected by filtration, and dried in vacuo. The crude product was desalted with HP-... Yields the product NC=1SC=C(N1)/C(/C(=O)N[C@H]1[C@@H]2N(C(=C(CS2)SCC2=NC=NC=C2)C(=O)O)C1=O)=N/O (7β-[2-(2-aminothiazol-4-yl)-2-(Z)-(hydroxyimino)acetamido]-3-[(pyrimidin-4-yl)methylthio]-3-cephem-4-carboxylic acid). The solvent is C(=O)O (formic acid). The reactants are BrC=1C=C(C(=O)O)C=CN1 (2-bromoisonicotinic acid), [OH-].[Na+] (sodium hydroxide). Run in [Cl-].[Na+] (sodium chloride), O1CCCC1 (tetrahydrofuran), B.O1CCCC1 (borane tetrahydrofuran). Run at time 8 hour. The product is BrC1=NC=CC(=C1)CO ((2-bromopyridin-4-yl)methanol). RXN SMILES: [Br:1][C:2]1[CH:3]=[C:4]([CH:8]=[CH:9][N:10]=1)[C:5](O)=[O:6].[OH-].[Na+]>O1CCCC1.B.O1CCCC1.[Cl-].[Na+]>[Br:1][C:2]1[CH:3]=[C:4]([CH2:5][OH:6])[CH:8]=[CH:9][N:10]=1 |f:1.2,4.5,6.7|. Reported procedure: To a solution of 2-bromoisonicotinic acid (678 mg) in tetrahydrofuran (30 ml), 8.4 ml of borane-tetrahydrofuran complex (1.17M tetrahydrofuran solution) was added, and the reaction solution was stirred overnight at room temperature. To the reaction solution was added 7.9 ml of 1N aqueous sodium hydroxide, and the mixture was stirred for 2 hours. The reaction solution was diluted with a saturated aqueous sodium chloride solution, extracted with diethyl ether, and dried over anhydrous magnesium su...